Task: describe an organic reaction: reactants, conditions, products, and yield. Dataset: the Open Reaction Database (ORD), a public repository of structured organic reaction records The reactants are C(CCC)N(C1=NC(=NC(=C1NC1=C(C=C(C=C1C)C)C)N)C)CC (N-butyl-N-ethyl-2-methyl-N′-(2,4,6-trimethylphenyl)-pyrimidine-4,5,6-triamine), C(C)(OCC)(OCC)OCC (triethyl orthoacetate), CC=1C=CC(=CC1)S(=O)(=O)O (p-TsOH), C1(=CC=CC=C1)C (toluene). The product is C(CCC)N(CC)C1=C2N=C(N(C2=NC(=N1)C)C1=C(C=C(C=C1C)C)C)C (Butyl-[2,8-dimethyl-9-(2,4,6-trimethyl-phenyl)-9H-purin-6-yl)-ethyl-amine). Reaction SMILES: [CH2:1]([N:5]([CH2:24][CH3:25])[C:6]1[C:11]([NH:12][C:13]2[C:18](C)=CC(C)=CC=2C)=[C:10]([NH2:22])[N:9]=[C:8]([CH3:23])[N:7]=1)[CH2:2][CH2:3][CH3:4].C(O[CH2:35][CH3:36])(OCC)(OCC)C.[CH3:37][C:38]1[CH:39]=C[C:41](S(O)(=O)=O)=[CH:42][CH:43]=1.[C:48]1(C)C=CC=CC=1>>[CH2:1]([N:5]([C:6]1[N:7]=[C:8]([CH3:23])[N:9]=[C:10]2[C:11]=1[N:12]=[C:13]([CH3:18])[N:22]2[C:48]1[C:42]([CH3:41])=[CH:43][C:38]([CH3:37])=[CH:39][C:35]=1[CH3:36])[CH2:24][CH3:25])[CH2:2][CH2:3][CH3:4]. Reported procedure: A mixture of N-butyl-N-ethyl-2-methyl-N′-(2,4,6-trimethylphenyl)-pyrimidine-4,5,6-triamine (105 mg, 0.63 mmol) and triethyl orthoacetate (0.204 g, 1.25 mmol) and 10 mg of p-TsOH in toluene was heated reflux overnight. The mixture was concentrated to dryness and the residue was quenched with water and extracted with ethyl acetate. The organic layer was dried and concentrated to give yellow oil. The oil was purified through silica gel column chromatography using 1:1 of hexane:chloroform as eluent ... Reactants: BrC1=CC2=C(C(=NC=3C(=CNC(C23)=O)C#CC2CC2)N[C@@H](C(C)(C)C)C)C=C1 (9-bromo-4-(cyclopropylethynyl)-6-{[(1R)-1,2,2-trimethylpropyl]amino}benzo[c]-1,6-naphthyridin-1(2H)-one), CC1(OB(OC1(C)C)C=1C=NNC1)C (4-(4,4,5,5-tetramethyl-1,3,2-dioxaborolan-2-yl)-1H-pyrazole), C([O-])([O-])=O.[Na+].[Na+] (Sodium carbonate). Solvent: CN(C)C=O (DMF). Conditions: temperature 130 celsius, time 5 minute. Product: C1(CC1)C#CC1=CNC(C=2C3=C(C(=NC12)N[C@@H](C(C)(C)C)C)C=CC=C3)=O (4-(cyclopropylethynyl)-6-{[(1R)-1,2,2-trimethylpropyl]amino}benzo[c]-1,6-naphthyridin-1(2H)-one). Reaction SMILES: Br[C:2]1[CH:28]=[CH:27][C:5]2[C:6]([NH:20][C@H:21]([CH3:26])[C:22]([CH3:25])([CH3:24])[CH3:23])=[N:7][C:8]3[C:9]([C:15]#[C:16][CH:17]4[CH2:19][CH2:18]4)=[CH:10][NH:11][C:12](=[O:14])[C:13]=3[C:4]=2[CH:3]=1.CC1(C)C(C)(C)OB(C2C=NNC=2)O1.C(=O)([O-])[O-].[Na+].[Na+]>CN(C=O)C>[CH:17]1([C:16]#[C:15][C:9]2[C:8]3[N:7]=[C:6]([NH:20][C@H:21]([CH3:26])[C:22]([CH3:25])([CH3:23])[CH3:24])[C:5]4[CH:27]=[CH:28][CH:2]=[CH:3][C:4]=4[C:13]=3[C:12](=[O:14])[NH:11][CH:10]=2)[CH2:19][CH2:18]1 |f:2.3.4|. Reported procedure: To a mixture of 9-bromo-4-(cyclopropylethynyl)-6-{[(1R)-1,2,2-trimethylpropyl]amino}benzo[c]-1,6-naphthyridin-1(2H)-one (104 mg, 0.237 mmol), 4-(4,4,5,5-tetramethyl-1,3,2-dioxaborolan-2-yl)-1H-pyrazole (92 mg, 0.474 mmol) and 1,1′-bis(dipheylphosphino)ferrocene-palladium(II)dichloride dichloromethane complex (38.7 mg, 0.047 mmol) was added DMF (2.4 mL) and the mixture was stirred under an argon atmosphere for five minutes. Sodium carbonate (2N) (0.237 mL, 0.474 mmol) was added, and the mixture w... Starting materials: OOS(=O)[O-].[K+] (Oxone), C1(CC1)NC(=O)NC1=CC(=C(C=C1)OC1=C2C(=NC=C1)C=C(S2)C2=NC=C(C=C2)C=O)F (1-cyclopropyl-3-(3-fluoro-4-(2-(5-formylpyridin-2-yl)thieno[3,2-b]pyridin-7-yloxy)phenyl)urea), Cl (HCl). Solvent: CN(C)C=O (DMF). Reaction conditions: temperature 50 celsius, time 16 hour. The product is C1(CC1)NC(NC1=CC(=C(OC2=C3C(=NC=C2)C=C(S3)C3=NC=C(C(=O)O)C=C3)C=C1)F)=O (6-(7-(4-(3-Cyclopropylureido)-2-fluorophenoxy)thieno[3,2-b]pyridin-2-yl)nicotinic acid). The yield is 80.0%. As a reaction SMILES: [CH:1]1([NH:4][C:5]([NH:7][C:8]2[CH:13]=[CH:12][C:11]([O:14][C:15]3[CH:20]=[CH:19][N:18]=[C:17]4[CH:21]=[C:22]([C:24]5[CH:29]=[CH:28][C:27]([CH:30]=[O:31])=[CH:26][N:25]=5)[S:23][C:16]=34)=[C:10]([F:32])[CH:9]=2)=[O:6])[CH2:3][CH2:2]1.[OH:33]OS([O-])=O.[K+].Cl>CN(C=O)C>[CH:1]1([NH:4][C:5](=[O:6])[NH:7][C:8]2[CH:13]=[CH:12][C:11]([O:14][C:15]3[CH:20]=[CH:19][N:18]=[C:17]4[CH:21]=[C:22]([C:24]5[CH:29]=[CH:28][C:27]([C:30]([OH:33])=[O:31])=[CH:26][N:25]=5)[S:23][C:16]=34)=[C:10]([F:32])[CH:9]=2)[CH2:2][CH2:3]1 |f:1.2|. Procedure: To a suspension of aldehyde 47 (200 mg, 0.446 mmol) in DMF (10 mL) was added Oxone® (330 mg, 0.535 mmol) at RT and the reaction mixture was stirred at 50° C. for 16 hours. The reaction mixture was cooled to 0° C., treated with 1N aqueous HCl (20 mL) and stirred at RT for an additional hour. The resultant precipitate was collected by filtration, washed with water (30 mL) and dried. The crude product was triturated with MeOH to afford title compound 225 (165 mg, 80% yield) as a beige solid. NMR (4...